This data is from the Open Reaction Database (ORD), a public repository of structured organic reaction records. The task is: describe an organic reaction: reactants, conditions, products, and yield Reactants: FC(C(=O)O)(F)F (trifluoroacetic acid), FC1=C(COCCCC2CN(CCC2)C(=O)OC(C)(C)C)C=C(C=C1)Br (1-[2-fluoro-5-bromobenzyloxy]-3-[1-(t-butoxycarbonyl)piperidin-3-yl]propane). Run in C(Cl)Cl (methylene chloride). Reaction conditions: temperature 0 celsius. Product: FC1=C(COCCCC2CNCCC2)C=C(C=C1)Br (1-[2-fluoro-5-bromobenzyloxy]-3-(piperidin-3-yl)propane). Reaction SMILES: FC(F)(F)C(O)=O.[F:8][C:9]1[CH:32]=[CH:31][C:30]([Br:33])=[CH:29][C:10]=1[CH2:11][O:12][CH2:13][CH2:14][CH2:15][CH:16]1[CH2:21][CH2:20][CH2:19][N:18](C(OC(C)(C)C)=O)[CH2:17]1>C(Cl)Cl>[F:8][C:9]1[CH:32]=[CH:31][C:30]([Br:33])=[CH:29][C:10]=1[CH2:11][O:12][CH2:13][CH2:14][CH2:15][CH:16]1[CH2:21][CH2:20][CH2:19][NH:18][CH2:17]1. Reported procedure: In a 100 ml round bottom flask, 1-[2-fluoro-5-bromobenzyloxy]-3-[1-(t-butoxycarbonyl)piperidin-3-yl]propane (0.395 g) was dissolved in methylene chloride (4.2 ml). The solution was cooled to 0° C. and trifluoroacetic acid (0.8 ml) was slowly added dropwise. The resulting mixture was stirred at 0° C. for thirty minutes, followed by stirring at ambient temperature for thirty minutes. The progress of the reaction was monitored by thin layer chromatography. The reaction mixture was partitioned betwe...